From a dataset of the Open Reaction Database (ORD), a public repository of structured organic reaction records. describe an organic reaction: reactants, conditions, products, and yield Starting materials: C1CCOC1, CCOC(C)=O, CN(C)C=O, CNc1nc(SC)ncc1-c1ccccc1Cl, CC(C)(C(=O)Cl)c1cc(C(F)(F)F)cc(C(F)(F)F)c1. Product: CSc1ncc(-c2ccccc2Cl)c(N(C)C(=O)C(C)(C)c2cc(C(F)(F)F)cc(C(F)(F)F)c2)n1. As a reaction SMILES: [CH2:49]1[O:50][CH2:51][CH2:52][CH2:53]1.[CH3:38][CH2:39][O:40][C:41](=[O:42])[CH3:43].[CH3:44][N:45]([CH3:46])[CH:47]=[O:48].[Cl:1][c:2]1[c:3](-[c:8]2[c:9]([NH:16][CH3:17])[n:10][c:11]([S:14][CH3:15])[n:12][cH:13]2)[cH:4][cH:5][cH:6][cH:7]1.[F:18][C:19]([c:20]1[cH:21][c:22]([C:30]([C:31](=[O:32])[Cl:33])([CH3:34])[CH3:35])[cH:23][c:24]([C:26]([F:27])([F:28])[F:29])[cH:25]1)([F:36])[F:37]>>[Cl:1][c:2]1[c:3](-[c:8]2[c:9]([N:16]([CH3:17])[C:31]([C:30]([c:22]3[cH:21][c:20]([C:19]([F:18])([F:36])[F:37])[cH:25][c:24]([C:26]([F:27])([F:28])[F:29])[cH:23]3)([CH3:34])[CH3:35])=[O:32])[n:10][c:11]([S:14][CH3:15])[n:12][cH:13]2)[cH:4][cH:5][cH:6][cH:7]1. Starting materials: N1=CC=C(C=C1)C=CC=1C=C(C=NC1Cl)OC[C@@H]1N(CCC1)C (5-(2-(4-pyridinyl)vinyl)-6-chloro-3-(1-methyl-2-(R)-pyrrolidinylmethoxy)pyridine). The reagents and catalysts are [Pd] (Pd/C). Run in CO (methanol). Run at time 16 hour. Yields the product Cl.Cl.Cl.N1=CC=C(C=C1)C=CC=1C=C(C=NC1Cl)OC[C@@H]1N(CCC1)C (5-(2-(4-pyridinyl)vinyl)-6-chloro-3-(1-methyl-2-(R)-pyrrolidinylmethoxy)pyridine trihydrochloride). Isolated yield 106.0%. Reaction SMILES: [N:1]1[CH:6]=[CH:5][C:4]([CH:7]=[CH:8][C:9]2[CH:10]=[C:11]([O:16][CH2:17][C@H:18]3[CH2:22][CH2:21][CH2:20][N:19]3[CH3:23])[CH:12]=[N:13][C:14]=2[Cl:15])=[CH:3][CH:2]=1>CO.[Pd]>[ClH:15].[ClH:15].[ClH:15].[N:1]1[CH:6]=[CH:5][C:4]([CH:7]=[CH:8][C:9]2[CH:10]=[C:11]([O:16][CH2:17][C@H:18]3[CH2:22][CH2:21][CH2:20][N:19]3[CH3:23])[CH:12]=[N:13][C:14]=2[Cl:15])=[CH:3][CH:2]=1 |f:3.4.5.6|. Reported procedure: A sample of 5-(2-(4-pyridinyl)vinyl)-6-chloro-3-(1-methyl-2-(R)-pyrrolidinylmethoxy)pyridine from Example 82 (85 mg) was dissolved in methanol. To this solution was added Pd/C (9.5 mg), and the mixture was stirred under H2 for 16 hours at room temperature. The catalyst was filtered off, and the solvent was removed under vacuum. The residue was chromatographed on a silica gel column, eluting with methylene chloride:methanol 100:3-100:10 to afford to give the free base of the title compound (30 mg... As a reaction SMILES: [H-].[Na+].[OH:3][CH:4]1[CH2:9][CH2:8][N:7]([C:10]([O:12][C:13]([CH3:16])([CH3:15])[CH3:14])=[O:11])[CH2:6][CH2:5]1.Cl[C:18]1[CH:23]=[N:22][CH:21]=[CH:20][N:19]=1>CS(C)=O>[N:19]1[CH:20]=[CH:21][N:22]=[CH:23][C:18]=1[O:3][CH:4]1[CH2:5][CH2:6][N:7]([C:10]([O:12][C:13]([CH3:16])([CH3:15])[CH3:14])=[O:11])[CH2:8][CH2:9]1 |f:0.1|. Reactants: [H-].[Na+] (sodium hydride), OC1CCN(CC1)C(=O)OC(C)(C)C (tert-butyl 4-hydroxy-1-piperidinecarboxylate), ClC1=NC=CN=C1 (chloropyrazine). Product: N1=C(C=NC=C1)OC1CCN(CC1)C(=O)OC(C)(C)C (tert-Butyl 4-(2-pyrazinyloxy)-1-piperidinecarboxylate). The yield is 59.0%. Run in CS(=O)C (dimethyl sulfoxide). Reaction conditions: time 12 hour. Procedure: To a slurry of sodium hydride (about 60% oil suspension, 114 mg) in dimethyl sulfoxide (5 ml) was added dropwise tert-butyl 4-hydroxy-1-piperidinecarboxylate (576 mg). Considerable foaming occurred and the solution turned pale orange. To this solution was added chloropyrazine (377 mg) and the mixture was stirred at room temperature for 12 hours. The resulting mixture was partitioned between saturated aqueous sodium hydrogencarbonate solution and ethyl acetate. The organic layer was washed with w... Starting materials: ClC=1C=C(C(=C(C1)C(=O)C1=CC=C(C=C1)Cl)O)C ((5-Chloro-2-hydroxy-3-methylphenyl)-(4-chlorophenyl)-methanone), C[O-].[Na+] (sodium methoxide), NCCC(=O)O (β-alanine), C1(=CC=CC=C1)C (toluene). Run in CO (methanol). Product: ClC=1C=C(C(=C(C1)C(C1=CC=C(C=C1)Cl)=NCCC(=O)O)O)C (3-{[(5-Chloro-2-hydroxy-3-methylphenyl)-(4-chlorophenyl)-methylene]-amino}-propanoic acid). As a reaction SMILES: [Cl:1][C:2]1[CH:3]=[C:4]([CH3:18])[C:5]([OH:17])=[C:6]([C:8]([C:10]2[CH:15]=[CH:14][C:13]([Cl:16])=[CH:12][CH:11]=2)=O)[CH:7]=1.C[O-].[Na+].[NH2:22][CH2:23][CH2:24][C:25]([OH:27])=[O:26].C1(C)C=CC=CC=1>CO>[Cl:1][C:2]1[CH:3]=[C:4]([CH3:18])[C:5]([OH:17])=[C:6]([C:8](=[N:22][CH2:23][CH2:24][C:25]([OH:27])=[O:26])[C:10]2[CH:15]=[CH:14][C:13]([Cl:16])=[CH:12][CH:11]=2)[CH:7]=1 |f:1.2|. Procedure: (5-Chloro-2-hydroxy-3-methylphenyl)-(4-chlorophenyl)-methanone (98.4 g, 0.35 mol), sodium methoxide (19 g, 0.35 mol) and β-alanine (31.2 g, 0.35 mol) are added to 2 liters of toluene and 0.5 liters of methanol. The mixture is heated gradually and the ternary azeotrope (62° C.) is distilled. After a Dean-Stark apparatus has been fitted, the residue is heated at the reflux temperature of toluene for 6 hours. The mixture is then evaporated to dryness in vacuo. The solid residue is triturated with d... Reactants: C1CCOC1 (THF), C1CCOC1 (THF), O (water), [H-].[Na+] (NaH), C1CCOC1 (THF), C(C)OC(=O)NC1=CC=C(C=C1)CCCC1(OCCO1)C (2-[4-(ethoxycarbonylamino)phenylpropyl]-2-methyl-1,3-dioxolane), compound 360065, [Na+].[Cl-] (NaCl). Conditions: time 30 minute. Product: CC1(OCCO1)CCCC1=CC=C(C=C1)N1C(O[C@H](C1)COC)=O (3-[4-[3-(2-methyl-1,3-dioxolane-2-yl)propyl]phenyl]-5(R)-methoxymethyl-2-oxazolidinone). Yield: 30.0%. Reaction SMILES: [H-].[Na+].[CH2:3]([O:5][C:6]([NH:8][C:9]1[CH:14]=[CH:13][C:12]([CH2:15][CH2:16][CH2:17][C:18]2([CH3:23])[O:22][CH2:21][CH2:20][O:19]2)=[CH:11][CH:10]=1)=[O:7])[CH3:4].O.[Na+].[Cl-].C1[CH2:31][O:30][CH2:29]C1>>[CH3:23][C:18]1([CH2:17][CH2:16][CH2:15][C:12]2[CH:11]=[CH:10][C:9]([N:8]3[CH2:4][C@H:3]([CH2:29][O:30][CH3:31])[O:5][C:6]3=[O:7])=[CH:14][CH:13]=2)[O:19][CH2:20][CH2:21][O:22]1 |f:0.1,4.5|. Procedure details: To a suspension of 1.96 g (0.041 mol) of NaH (50% in oil) in 100 ml of THF, are added 5 g (0.017 mol) of compound 360274 (Method 3--Step 2), dissolved in 25 ml of THF. After 30 min. of stirring at 30° C.-40° C., are added 4.64 g (0.017 mol) of compound 360065 dissolved in 25 ml of THF and the reaction medium is heated at 50° C.-60° C. for 22 h. The reaction medium is cooled and poured on 500 ml of water. The aqueous phase is saturated with NaCl and extracted with ethyl acetate and then with meth... Reactants: C(C)(C)(C)C=1N=C(C=2C(N1)=NN(N2)CC)N2CC(CC2)(F)F (5-tert-Butyl-7-(3,3-difluoro-pyrrolidin-1-yl)-2-ethyl-2H-[1,2,3]triazolo[4,5-d]pyrimidine), C(C)(C)(C)C=1N=C(C2=C(N1)NN=N2)N2CC(CC2)(F)F (5-tert-butyl-7-(3,3-difluoropyrrolidin-1-yl)-3H-[1,2,3]triazolo[4,5-d]pyrimidine), Br.BrCC1=NC=CC=C1 (2-(bromomethyl)pyridine hydrobromide). Product: C(C)(C)(C)C=1N=C(C=2C(N1)=NN(N2)CC2=NC=CC=C2)N2CC(CC2)(F)F (5-tert-Butyl-7-(3,3-difluoro-pyrrolidin-1-yl)-2-pyridin-2-ylmethyl-2H-[1,2,3]triazolo[4,5-d]pyrimidine), gum. Isolated yield 33.0%. As a reaction SMILES: [C:1]([C:5]1[N:6]=[C:7]([N:16]2[CH2:20][CH2:19][C:18]([F:22])([F:21])[CH2:17]2)[C:8]2[C:9](=[N:11][N:12]([CH2:14][CH3:15])[N:13]=2)[N:10]=1)([CH3:4])([CH3:3])[CH3:2].C(C1N=C([N:36]2[CH2:40][CH2:39][C:38](F)(F)[CH2:37]2)C2N=NNC=2N=1)(C)(C)C.Br.BrCC1C=CC=CN=1>>[C:1]([C:5]1[N:6]=[C:7]([N:16]2[CH2:20][CH2:19][C:18]([F:21])([F:22])[CH2:17]2)[C:8]2[C:9](=[N:11][N:12]([CH2:14][C:15]3[CH:40]=[CH:39][CH:38]=[CH:37][N:36]=3)[N:13]=2)[N:10]=1)([CH3:2])([CH3:3])[CH3:4] |f:2.3|. Procedure details: In analogy to the procedure described for the synthesis of 5-tert-butyl-7-(3,3-difluoro-pyrrolidin-1-yl)-2-ethyl-2H-[1,2,3]triazolo[4,5-d]pyrimidine (example 3, step b), the title compound was prepared from 5-tert-butyl-7-(3,3-difluoropyrrolidin-1-yl)-3H-[1,2,3]triazolo[4,5-d]pyrimidine and 2-(bromomethyl)pyridine hydrobromide and isolated as white gum (5.0 mg, 33%). MS (m/e): 374.4 (MH+). Reactants: Nc1c(F)cc(Cl)cc1Br, Cc1ccccc1, OB(O)C1CC1, C1CCC(P(C2CCCCC2)C2CCCCC2)CC1, [K+], [K+], [K+], CC(=O)[O-], CC(=O)[O-], O, O=P([O-])([O-])[O-], [Pd+2]. Yields the product Nc1c(F)cc(Cl)cc1C1CC1. RXN SMILES: [Br:1][c:2]1[cH:3][c:4]([Cl:10])[cH:5][c:6]([F:9])[c:7]1[NH2:8].[CH3:44][c:45]1[cH:46][cH:47][cH:48][cH:49][cH:50]1.[CH:11]1([B:14]([OH:15])[OH:16])[CH2:12][CH2:13]1.[CH:25]1([P:26]([CH:27]2[CH2:28][CH2:29][CH2:30][CH2:31][CH2:32]2)[CH:33]2[CH2:34][CH2:35][CH2:36][CH2:37][CH2:38]2)[CH2:39][CH2:40][CH2:41][CH2:42][CH2:43]1.[K+:22].[K+:23].[K+:24].[O-:53][C:54]([CH3:55])=[O:56].[O-:57][C:58]([CH3:59])=[O:60].[OH2:51].[P:17]([O-:18])([O-:19])([O-:20])=[O:21].[Pd+2:52]>>[c:2]1([CH:11]2[CH2:12][CH2:13]2)[cH:3][c:4]([Cl:10])[cH:5][c:6]([F:9])[c:7]1[NH2:8].